The task is: describe an organic reaction: reactants, conditions, products, and yield. This data is from the Open Reaction Database (ORD), a public repository of structured organic reaction records. Starting materials: NC1=NC(=CC(=N1)C1=CC(=C(C#N)C=C1)F)N1[C@@H](CC[C@@H](C1)N)C (4-{2-amino-6-[(2R,5S)-5-amino-2-methyl-1-piperidinyl]-4-pyrimidinyl}-2-fluorobenzonitrile), C(=O)(O)[O-].[Na+] (NaHCO3). Run in O (water), C1CCOC1 (THF). Run at time 4 hour. Product: C1(=CC=CC=C1)COC(N[C@@H]1CN([C@@H](CC1)C)C1=NC(=NC(=C1)C1=CC(=C(C=C1)C#N)F)N)=O (Phenylmethyl{(3S,6R)-1-[2-amino-6-(4-cyano-3-fluorophenyl)-4-pyrimidinyl]-6-methyl-3-piperidinyl}carbamate). As a reaction SMILES: [NH2:1][C:2]1[N:7]=[C:6]([C:8]2[CH:15]=[CH:14][C:11]([C:12]#[N:13])=[C:10]([F:16])[CH:9]=2)[CH:5]=[C:4]([N:17]2[CH2:22][C@@H:21]([NH2:23])[CH2:20][CH2:19][C@H:18]2[CH3:24])[N:3]=1.[C:25]([O-:28])(O)=[O:26].[Na+]>C1COCC1.O>[C:8]1([CH2:6][O:28][C:25](=[O:26])[NH:23][C@H:21]2[CH2:20][CH2:19][C@@H:18]([CH3:24])[N:17]([C:4]3[CH:5]=[C:6]([C:8]4[CH:15]=[CH:14][C:11]([C:12]#[N:13])=[C:10]([F:16])[CH:9]=4)[N:7]=[C:2]([NH2:1])[N:3]=3)[CH2:22]2)[CH:15]=[CH:14][CH:11]=[CH:10][CH:9]=1 |f:1.2|. Procedure: To a solution of 4-{2-amino-6-[(2R,5S)-5-amino-2-methyl-1-piperidinyl]-4-pyrimidinyl}-2-fluorobenzonitrile (170 mg, 0.426 mmol) in THF (4 mL) was added saturated aqueous NaHCO3 (2 mL) followed by phenylmethyl chloridocarbonate (0.07 mL, 0.47 mmol), and the reaction mixture was stirred at room temperature for 4 hours. The mixture was diluted with 3 mL of water and then extracted with EtOAc (3×30 mL). The organic was then washed with brine, dried over MgSO4, filtered and concentrated. The resultin... Reactants: C(C1=CC=CC=C1)OC(=O)N[C@@H](CC1=CC=C(C=C1)OC)C(=O)N1[C@H](C(N(CC1)CC(=O)O)=O)CC(=O)OC ((S)-4-(N-benzyloxycarbonyl-O-methyl-L-tyrosyl)-3-methoxycarbonylmethyl-2-oxopiperazine-1-acetic acid). Reagents/catalysts: [C].[Pd] (palladium-carbon). Run in CO (methanol). Run at time 1.5 hour. The product is C(C)(C)(C)OC(=O)N[C@@H](CC1=CC=C(C=C1)OC)C(=O)N1[C@H](C(N(CC1)CC(=O)O)=O)CC(=O)OC ((S)-4-(N-Tert-Butoxycarbonyl-O-Methyl-L-Tyrosyl)-3-Methoxycarbonylmethyl-2-Oxopiperazine-1-Acetic Acid). The yield is 185.3%. Reaction SMILES: C([O:8][C:9]([NH:11][C@H:12]([C:22]([N:24]1[CH2:29][CH2:28][N:27]([CH2:30][C:31]([OH:33])=[O:32])[C:26](=[O:34])[C@@H:25]1[CH2:35][C:36]([O:38][CH3:39])=[O:37])=[O:23])[CH2:13][C:14]1[CH:19]=[CH:18][C:17]([O:20][CH3:21])=[CH:16][CH:15]=1)=[O:10])C1C=CC=CC=1>CO.[C].[Pd]>[C:14]([O:8][C:9]([NH:11][C@H:12]([C:22]([N:24]1[CH2:29][CH2:28][N:27]([CH2:30][C:31]([OH:33])=[O:32])[C:26](=[O:34])[C@@H:25]1[CH2:35][C:36]([O:38][CH3:39])=[O:37])=[O:23])[CH2:13][C:14]1[CH:15]=[CH:16][C:17]([O:20][CH3:21])=[CH:18][CH:19]=1)=[O:10])([CH3:19])([CH3:15])[CH3:13] |f:2.3|. Procedure details: In 300 ml of methanol was dissolved 19 g of (S)-4-(N-benzyloxycarbonyl-O-methyl-L-tyrosyl)-3-methoxycarbonylmethyl-2-oxopiperazine-1-acetic acid. To the solution was added 2.5 g of 10% palladium-carbon, and the mixture was stirred under hydrogen atomosphere for 1.5 hour. The catalyst was filtered off, and the filtrate was concentrated under reduced pressure. The residue was dissolved in a mixture of 200 ml of water and 50 ml of 1,4-dioxane, to which was added 7.36 ml of triethylamine. To the mix... Starting materials: intermediate 27, C(C1=CC=CC=C1)OC1=C(N=C2C(OCCN2C1=O)(C)C)C(=O)O (3-(benzyloxy)-9,9-dimethyl-4-oxo-4,6,7,9-tetrahydropyrimido-[2,1-c][1,4]oxazine-2-carboxylic acid), FC1=CC(=C(C=C1)CN)C=1OC(=CN1)C ((4-fluoro-2-(5-methyloxazol-2-yl)phenyl)methanamine). The product is FC1=CC(=C(CNC(=O)C=2N=C3C(OCCN3C(C2OCC2=CC=CC=C2)=O)(C)C)C=C1)C=1OC(=CN1)C (N-(4-Fluoro-2-(5-methyloxazol-2-yl)benzyl)-3-(benzyloxy)-9,9-dimethyl-4-oxo-4,6,7,9-tetrahydropyrimido[2,1-c][1,4]oxazine-2-carboxamide). Reaction SMILES: [CH2:1]([O:8][C:9]1[C:18](=[O:19])[N:17]2[C:12]([C:13]([CH3:21])([CH3:20])[O:14][CH2:15][CH2:16]2)=[N:11][C:10]=1[C:22](O)=[O:23])[C:2]1[CH:7]=[CH:6][CH:5]=[CH:4][CH:3]=1.[F:25][C:26]1[CH:31]=[CH:30][C:29]([CH2:32][NH2:33])=[C:28]([C:34]2[O:35][C:36]([CH3:39])=[CH:37][N:38]=2)[CH:27]=1>>[F:25][C:26]1[CH:31]=[CH:30][C:29]([CH2:32][NH:33][C:22]([C:10]2[N:11]=[C:12]3[N:17]([C:18](=[O:19])[C:9]=2[O:8][CH2:1][C:2]2[CH:7]=[CH:6][CH:5]=[CH:4][CH:3]=2)[CH2:16][CH2:15][O:14][C:13]3([CH3:20])[CH3:21])=[O:23])=[C:28]([C:34]2[O:35][C:36]([CH3:39])=[CH:37][N:38]=2)[CH:27]=1. Procedure details: The title compound can be prepared from intermediate 27, 3-(benzyloxy)-9,9-dimethyl-4-oxo-4,6,7,9-tetrahydropyrimido-[2,1-c][1,4]oxazine-2-carboxylic acid and (4-fluoro-2-(5-methyloxazol-2-yl)phenyl)methanamine. White crystals; mp 186° C. (ethyl acetate-hexane). 1HNMR 400 MHz (CDCl3) δ (ppm): 1.61 (6H, s, 2×CH3), 2.43 (3H, s, CH3), 4.02 (4H, m, 2×CH2), 4.80 (2H, d, J=6.3 Hz, NCH2), 5.25 (2H, s, OCH2), 6.82 (1H, s, CH), 7.11 (1H, m, aromatic), 7.29–7.34 (3H, m, aromatics), 7.52 (2H, m, aromatics)... The reactants are CCO, O=C(c1ccc([N+](=O)[O-])cc1)N1Cc2cccn2Cc2ccccc21, NN. Product: Nc1ccc(C(=O)N2Cc3cccn3Cc3ccccc32)cc1. RXN SMILES: [CH2:28]([OH:29])[CH3:30].[N+:1]([O-:2])(=[O:3])[c:4]1[cH:5][cH:6][c:7]([C:8](=[O:9])[N:10]2[CH2:11][c:12]3[n:13]([cH:21][cH:22][cH:23]3)[CH2:14][c:15]3[c:16]2[cH:17][cH:18][cH:19][cH:20]3)[cH:24][cH:25]1.[NH2:26][NH2:27]>>[NH2:1][c:4]1[cH:5][cH:6][c:7]([C:8](=[O:9])[N:10]2[CH2:11][c:12]3[n:13]([cH:21][cH:22][cH:23]3)[CH2:14][c:15]3[c:16]2[cH:17][cH:18][cH:19][cH:20]3)[cH:24][cH:25]1. The reactants are CCO, O=C(O)c1cc(Cl)nnc1Cl, NN, O. The product is NNc1nnc(Cl)cc1C(=O)O. As a reaction SMILES: [CH3:15][CH2:16][OH:17].[Cl:1][c:2]1[n:3][n:4][c:5]([Cl:11])[cH:6][c:7]1[C:8](=[O:9])[OH:10].[NH2:13][NH2:14].[OH2:12]>>[c:2]1([NH:13][NH2:14])[n:3][n:4][c:5]([Cl:11])[cH:6][c:7]1[C:8](=[O:9])[OH:10]. The reactants are NC1=NC(=C(C=C1Cl)Cl)C (2-amino-3,5-dichloro-6-methylpyridine), Cl (HCl), [OH-].[K+] (potassium hydroxide), ClC1=C(C=C(C(=C1[N+](=O)[O-])Cl)[N+](=O)[O-])C(F)(F)F (2,4-dichloro-3,5-dinitrobenzotrifluoride). Run in O (water), CN(C=O)C (dimethylformamide), CN(C=O)C (dimethylformamide). Conditions: time 3 hour. Yields the product ClC=1C(=NC(=C(C1)Cl)C)NC1=C(C(=C(C=C1[N+](=O)[O-])C(F)(F)F)Cl)[N+](=O)[O-] (N-(3,5-dichloro-6-methyl-2-pyridyl)2,6-dinitro-3-chloro-4-trifluoromethylaniline). Reaction SMILES: [NH2:1][C:2]1[C:7]([Cl:8])=[CH:6][C:5]([Cl:9])=[C:4]([CH3:10])[N:3]=1.[OH-].[K+].[Cl:13][C:14]1[C:19]([N+:20]([O-:22])=[O:21])=[C:18](Cl)[C:17]([N+:24]([O-:26])=[O:25])=[CH:16][C:15]=1[C:27]([F:30])([F:29])[F:28].Cl>O.CN(C)C=O>[Cl:8][C:7]1[C:2]([NH:1][C:18]2[C:17]([N+:24]([O-:26])=[O:25])=[CH:16][C:15]([C:27]([F:28])([F:29])[F:30])=[C:14]([Cl:13])[C:19]=2[N+:20]([O-:22])=[O:21])=[N:3][C:4]([CH3:10])=[C:5]([Cl:9])[CH:6]=1 |f:1.2|. Procedure details: In 30 ml. of dimethylformamide, 1.8 g. of 2-amino-3,5-dichloro-6-methylpyridine was dissolved in 0.67 g. of powdery potassium hydroxide was gradually added with stirring. After the addition, a solution of 3.07 g. of 2,4-dichloro-3,5-dinitrobenzotrifluoride in 10 ml. of dimethylformamide was added dropwise at room temperature and the reaction was continued for about 3 hours. The reaction mixture was acidified with conc. HCl and was poured into water. The precipitate was filtered and recrystallize...